Dataset: the Open Reaction Database (ORD), a public repository of structured organic reaction records. Task: describe an organic reaction: reactants, conditions, products, and yield Reactants: C(C)(C)(C)OC(=O)N1CCC(CC1)N1N=CC=2C1=NC=NC2Cl (4-(4-chloro-pyrazolo[3,4-d]pyrimidin-1-yl)-piperidine-1-carboxylic acid tert-butyl ester), C(C)(C)(C)OC(=O)N1CCC(CC1)N1N=CC=2C1=NC=NC2Cl (4-(4-chloro-pyrazolo[3,4-d]pyrimidin-1-yl)-piperidine-1-carboxylic acid tert-butyl ester), OC=1C=CC(=NC1)OC (5-hydroxy-2-methoxypyridine), C([O-])([O-])=O.[K+].[K+] (potassium carbonate), C(C)(=O)OCC (Ethyl acetate). The solvent is CN(C=O)C (dimethylformamide), O (water). The product is C(C)(C)(C)OC(=O)N1CCC(CC1)N1N=CC=2C1=NC=NC2OC=2C=NC(=CC2)OC (4-[4-(6-methoxy-pyridin-3-yloxy)-pyrazolo[3,4-d]pyrimidin-1-yl]-piperidine-1-carboxylic acid tert-butyl ester). Reaction SMILES: [C:1]([O:5][C:6]([N:8]1[CH2:13][CH2:12][CH:11]([N:14]2[C:18]3=[N:19][CH:20]=[N:21][C:22](Cl)=[C:17]3[CH:16]=[N:15]2)[CH2:10][CH2:9]1)=[O:7])([CH3:4])([CH3:3])[CH3:2].[OH:24][C:25]1[CH:26]=[CH:27][C:28]([O:31][CH3:32])=[N:29][CH:30]=1.C(=O)([O-])[O-].[K+].[K+].C(OCC)(=O)C>CN(C)C=O.O>[C:1]([O:5][C:6]([N:8]1[CH2:13][CH2:12][CH:11]([N:14]2[C:18]3=[N:19][CH:20]=[N:21][C:22]([O:24][C:25]4[CH:30]=[N:29][C:28]([O:31][CH3:32])=[CH:27][CH:26]=4)=[C:17]3[CH:16]=[N:15]2)[CH2:10][CH2:9]1)=[O:7])([CH3:4])([CH3:3])[CH3:2] |f:2.3.4|. Conditions: temperature 160 celsius. Yield: 53.1%. Reported procedure: A mixture of 4-(4-chloro-pyrazolo[3,4-d]pyrimidin-1-yl)-piperidine-1-carboxylic acid tert-butyl ester (Intermediate 19; 50 mg, 0.15 mmol), 5-hydroxy-2-methoxypyridine (Tyger Scientific, Ewing, N.J., USA; 24 mg, 0.19 mmol), and potassium carbonate (27 mg, 0.19 mmol) in dimethylformamide (2 mL) was heated in the microwave oven at 160° C. for 10 min. Ethyl acetate and water were added, and the aqueous layer was extracted twice with ethyl acetate. The ethyl acetate layers were combined, evaporated, ... Starting materials: CCCCCCCCBr, CCCCCCCCOc1ccc(-c2ccc3c(O)c(F)c(F)cc3c2)cc1. Product: CCCCCCCCOc1ccc(-c2ccc3c(OCCCCCCCC)c(F)c(F)cc3c2)cc1. Reaction SMILES: [CH2:29]([CH2:30][CH2:31][CH2:32][CH2:33][CH2:34][CH2:35][CH3:36])[Br:37].[F:1][c:2]1[c:3]([OH:28])[c:4]2[cH:5][cH:6][c:7](-[c:13]3[cH:14][cH:15][c:16]([O:19][CH2:20][CH2:21][CH2:22][CH2:23][CH2:24][CH2:25][CH2:26][CH3:27])[cH:17][cH:18]3)[cH:8][c:9]2[cH:10][c:11]1[F:12]>>[F:1][c:2]1[c:3]([O:28][CH2:29][CH2:30][CH2:31][CH2:32][CH2:33][CH2:34][CH2:35][CH3:36])[c:4]2[cH:5][cH:6][c:7](-[c:13]3[cH:14][cH:15][c:16]([O:19][CH2:20][CH2:21][CH2:22][CH2:23][CH2:24][CH2:25][CH2:26][CH3:27])[cH:17][cH:18]3)[cH:8][c:9]2[cH:10][c:11]1[F:12]. Reported procedure: The syrupy product was used directly for the preparation of 8-methoxycarbonyloctyl 2-acetamido-4-O-(2,3,4-tri-O-benzyl-α-L-fucopyranosyl)-2-deoxy-β-D-glucopyranoside. The crude disaccharide (3.78 g) was dissolved in 50 ml of dry methanol, and 5 ml of 0.2 N sodium methoxide in methanol was added. After 24 h at room temperature, the solution was deionized using the acid resin. Solvent removal left an oil which was dissolved in dichloromethane (100 ml). The solution was washed with water and dried ... The yield is 85.0%. Product: C(C)(=O)N[C@H]1[C@H](OCCCCCCCCC(=O)OC)O[C@@H]([C@H]([C@@H]1O)O[C@H]1[C@@H](O)[C@H](O)[C@H](O)[C@@H](O1)C)CO (8-methoxycarbonyloctyl 2-acetamido-2-deoxy-4-O-(α-L-fucopyranosyl)-β-D-glucopyranoside). RXN SMILES: [C:1]([NH:4][C@@H:5]1[C@@H:23]([OH:24])[C@H:22]([O:25][C@@H:26]2[O:55][C@@H:54]([CH3:56])[C@@H:45]([O:46]CC3C=CC=CC=3)[C@@H:36]([O:37]CC3C=CC=CC=3)[C@@H:27]2[O:28]CC2C=CC=CC=2)[C@@H:21]([CH2:57][OH:58])[O:20][C@H:6]1[O:7][CH2:8][CH2:9][CH2:10][CH2:11][CH2:12][CH2:13][CH2:14][CH2:15][C:16]([O:18][CH3:19])=[O:17])(=[O:3])[CH3:2].C[O-].[Na+]>CO>[C:1]([NH:4][C@@H:5]1[C@@H:23]([OH:24])[C@H:22]([O:25][C@@H:26]2[O:55][C@@H:54]([CH3:56])[C@@H:45]([OH:46])[C@@H:36]([OH:37])[C@@H:27]2[OH:28])[C@@H:21]([CH2:57][OH:58])[O:20][C@H:6]1[O:7][CH2:8][CH2:9][CH2:10][CH2:11][CH2:12][CH2:13][CH2:14][CH2:15][C:16]([O:18][CH3:19])=[O:17])(=[O:3])[CH3:2] |f:1.2|. The solvent is CO (methanol), CO (methanol). Starting materials: C(C)(=O)N[C@H]1[C@H](OCCCCCCCCC(=O)OC)O[C@@H]([C@H]([C@@H]1O)O[C@H]1[C@@H](OCC2=CC=CC=C2)[C@H](OCC2=CC=CC=C2)[C@H](OCC2=CC=CC=C2)[C@@H](O1)C)CO (8-methoxycarbonyloctyl 2-acetamido-4-O-(2,3,4-tri-O-benzyl-α-L-fucopyranosyl)-2-deoxy-β-D-glucopyranoside), disaccharide, disaccharide, C[O-].[Na+] (sodium methoxide). Conditions: time 24 hour. Reactants: [BH4-], CCO, FC(F)(F)c1cc(C=NCc2cc(C(F)(F)F)ccc2Cl)cc(C(F)(F)F)c1, [Na+]. The product is FC(F)(F)c1cc(CNCc2cc(C(F)(F)F)ccc2Cl)cc(C(F)(F)F)c1. As a reaction SMILES: [BH4-:29].[CH3:31][CH2:32][OH:33].[F:1][C:2]([c:3]1[cH:4][c:5]([CH:6]=[N:7][CH2:8][c:9]2[c:10]([Cl:19])[cH:11][cH:12][c:13]([C:15]([F:16])([F:17])[F:18])[cH:14]2)[cH:20][c:21]([C:23]([F:24])([F:25])[F:26])[cH:22]1)([F:27])[F:28].[Na+:30]>>[F:1][C:2]([c:3]1[cH:4][c:5]([CH2:6][NH:7][CH2:8][c:9]2[c:10]([Cl:19])[cH:11][cH:12][c:13]([C:15]([F:16])([F:17])[F:18])[cH:14]2)[cH:20][c:21]([C:23]([F:24])([F:25])[F:26])[cH:22]1)([F:27])[F:28].